This data is from the Open Reaction Database (ORD), a public repository of structured organic reaction records. The task is: describe an organic reaction: reactants, conditions, products, and yield Reactants: N1C(C=CC=C1)=O (pyridone), C(#N)CC(=O)N (cyanoacetamide), [K+].[Br-] (KBr), [Na] (sodium), C(C)OC=CC(=O)CC(C)=O (Ethoxymethyleneacetylacetone), ketone. The solvent is CO (MeOH). The product is C(C)(=O)C=1C=C(C(NC1C)=O)C#N (5-Acetyl-3-cyano-6-methyl-2-pyridone). The yield is 28.0%. Reaction SMILES: [C:1]([CH2:3][C:4]([NH2:6])=[O:5])#[N:2].[Na].C(OC=[CH:12][C:13]([CH2:15][C:16](=[O:18])[CH3:17])=O)C.[K+].[Br-].N1C=CC=C[C:22]1=O>CO>[C:16]([C:15]1[CH:22]=[C:3]([C:1]#[N:2])[C:4](=[O:5])[NH:6][C:13]=1[CH3:12])(=[O:18])[CH3:17] |f:3.4,^1:6|. Procedure: From cyanoacetamide (0.02 mol), sodium metal (0.02 g-atom) in MeOH (10 ml), and 5 (0.02 mol): 1.0 g, 28% yield; mp=233°-4° C.; NMR (DMSO-d6) δ 2.5 (s, 3H), 2.6 (s, 3H), 8.8 (s, 1H); IR (KBr), 1660 cm-1 (C=O of pyridone), 1690 cm-1 (C=O of ketone). The yield is 78.4%. Solvent: CO (methanol), [Cl-].[Na+].O (brine). Procedure details: To a solution of 9 (1.15 g, 2.36 mmol) in methanol (40 mL) was added potassium carbonate (389 mg, 2.81 mmol). After 3.5 h, saturated ammonium chloride (45 mL) and saturated brine (25 mL) were added, the mixture was extracted with ethyl acetate (3×60 mL), dried (magnesium sulfate), filtered, concentrated, and chromatographed on a 14 cm tall×41 mm diameter silica gel column eluting with 4:1 ethyl acetate:hexane to afford 10 (708 mg,81%). Run at time 3.5 hour. The reactants are C(C1=CC=CC=C1)(=O)O[C@H]1[C@@H]([C@@H]2[C@@H](OC(C2)=O)C1)CCC1(COC2=CC(=CC=C2)Cl)OCCO1 ((3aR,4R,5R,6aS)-5-(Benzoyloxy)-4-[4-(3-chlorophenoxy)-3,3-(ethylenedioxy)butyl]-hexahydro-2H-cyclopenta[b]furan-2-one), C([O-])([O-])=O.[K+].[K+] (potassium carbonate), [Cl-].[NH4+] (ammonium chloride). Reaction SMILES: C([O:9][C@@H:10]1[CH2:18][C@@H:13]2[O:14][C:15](=[O:17])[CH2:16][C@@H:12]2[C@H:11]1[CH2:19][CH2:20][C:21]1([O:34][CH2:33][CH2:32][O:31]1)[CH2:22][O:23][C:24]1[CH:29]=[CH:28][CH:27]=[C:26]([Cl:30])[CH:25]=1)(=O)C1C=CC=CC=1.C(=O)([O-])[O-].[K+].[K+].[Cl-].[NH4+]>CO.[Cl-].[Na+].O>[Cl:30][C:26]1[CH:25]=[C:24]([CH:29]=[CH:28][CH:27]=1)[O:23][CH2:22][C:21]1([O:34][CH2:33][CH2:32][O:31]1)[CH2:20][CH2:19][C@@H:11]1[C@@H:12]2[C@@H:13]([O:14][C:15](=[O:17])[CH2:16]2)[CH2:18][C@H:10]1[OH:9] |f:1.2.3,4.5,7.8.9|. Yields the product ClC=1C=C(OCC2(CC[C@H]3[C@@H](C[C@@H]4OC(C[C@@H]43)=O)O)OCCO2)C=CC1 ((3aR,4R,5R,6aS)-4-[4-(3-chlorophenoxy)-3,3-(ethylenedioxy)butyl]-5-hydroxy-hexahydro-2H-cyclopenta[b]furan-2-one). Reactants: O=C(O)Cc1ccc(Br)cc1, ClCCCl, CN(C)c1ccncc1, CN(C)C=O, Nc1ccccc1. The product is O=C(Cc1ccc(Br)cc1)Nc1ccccc1. As a reaction SMILES: [Br:1][c:2]1[cH:3][cH:4][c:5]([CH2:8][C:9](=[O:10])[OH:11])[cH:6][cH:7]1.[CH2:12]([Cl:13])[CH2:14][Cl:15].[CH3:23][N:24]([c:25]1[cH:26][cH:27][n:28][cH:29][cH:30]1)[CH3:31].[O:32]=[CH:33][N:34]([CH3:35])[CH3:36].[c:16]1([NH2:22])[cH:17][cH:18][cH:19][cH:20][cH:21]1>>[Br:1][c:2]1[cH:3][cH:4][c:5]([CH2:8][C:9](=[O:11])[NH:22][c:16]2[cH:17][cH:18][cH:19][cH:20][cH:21]2)[cH:6][cH:7]1. The reactants are Cl (HCl), C(C)OC(=O)C1(CC1)NC(=O)OC(C)(C)C (1-[[(1,1-dimethylethoxy)carbonyl]amino]cyclopropane carboxylic acid ethyl ester). Run in C(C)(=O)OCC (ethyl acetate), C(C)(=O)OCC (ethyl acetate). Run at time 1 hour. The product is [Cl-].C(C)OC(=O)C1(CC1)[NH3+] (1-ethoxycarbonyl-cyclopropyl-ammonium chloride). As a reaction SMILES: [ClH:1].[CH2:2]([O:4][C:5]([C:7]1([NH:10]C(OC(C)(C)C)=O)[CH2:9][CH2:8]1)=[O:6])[CH3:3]>C(OCC)(=O)C>[Cl-:1].[CH2:2]([O:4][C:5]([C:7]1([NH3+:10])[CH2:9][CH2:8]1)=[O:6])[CH3:3] |f:3.4|. Reported procedure: A saturated solution of HCl in ethyl acetate (20 mL) was added under nitrogen to a solution of 1-[[(1,1-dimethylethoxy)carbonyl]amino]cyclopropane carboxylic acid ethyl ester (10.07 g, 43.9 mmol), prepared in the previous step, in 20 mL of ethyl acetate at room temperature. After the addition, the reaction was stirred at room temperature for 1 h. The solid present was collected by filtration, rinsed with ethyl acetate and dried under reduced pressure to give 1-ethoxycarbonyl-cyclopropyl-ammonium...